From a dataset of the Open Reaction Database (ORD), a public repository of structured organic reaction records. describe an organic reaction: reactants, conditions, products, and yield Reactants: C1(=CC=CC=C1)SC1(CC1)C(=O)CCC1=CC=C(C=C1)Cl (4-chlorophenylethyl 1-phenylmercapto-cyclopropyl ketone), [OH-].[K+] (potassium hydroxide), CSC (dimethyl sulphide), CSC (dimethyl sulphide), S(=O)(=O)(OC)OC (dimethyl sulphate), OO (hydrogen peroxide). Solvent: C(C)(C)(C)O (tert.-butanol), C(C)(C)(C)O (tert.-butanol). Conditions: time 14 hour. Yields the product ClC1=CC=C(C=C1)CCC1(OC1)C1(CC1)SC1=CC=CC=C1 (2-(4-chlorophenylethyl)-2-(1-phenylmercapto-cyclopropyl)-oxirane). The yield is 81.4%. RXN SMILES: CSC.S([O:9][CH3:10])(OC)(=O)=O.[C:11]1([S:17][C:18]2([C:21]([CH2:23][CH2:24][C:25]3[CH:30]=[CH:29][C:28]([Cl:31])=[CH:27][CH:26]=3)=O)[CH2:20][CH2:19]2)[CH:16]=[CH:15][CH:14]=[CH:13][CH:12]=1.[OH-].[K+].OO>C(O)(C)(C)C>[Cl:31][C:28]1[CH:29]=[CH:30][C:25]([CH2:24][CH2:23][C:21]2([C:18]3([S:17][C:11]4[CH:12]=[CH:13][CH:14]=[CH:15][CH:16]=4)[CH2:20][CH2:19]3)[CH2:10][O:9]2)=[CH:26][CH:27]=1 |f:3.4|. Procedure: 21 ml (0.29 mol) of dimethyl sulphide and 32.5 g (0.26 mol) of dimethyl sulphate are added to 40 ml of tert.-butanol and the mixture is allowed to stand at room temperature for 14 hours. A solution of 30 g (0.095 mol) of 4-chlorophenylethyl 1-phenylmercapto-cyclopropyl ketone in 90 ml of tert.-butanol is initially added dropwise to the reaction mixture with stirring and 29.2 g of potassium hydroxide powder are then introduced, the temperature of the reaction mixture being held at 20° to 30° C. T... The reactants are CC1=C(C=CC=C1)CCCN1CC(NCC1)C (1-[3-(o-methylphenyl)propyl]-3-methylpiperazine), O1C(=CC=C1)C(=O)Cl (2-furoyl chloride). Solvent: C1=CC=CC=C1 (benzene). The product is Cl.CC1=C(C=CC=C1)CCCN1CC(N(CC1)C(=O)C=1OC=CC1)C (1-[3-(o-Methylphenyl)propyl]-3-methyl-4-(2-furoyl)piperazine hydrochloride). As a reaction SMILES: [CH3:1][C:2]1[CH:7]=[CH:6][CH:5]=[CH:4][C:3]=1[CH2:8][CH2:9][CH2:10][N:11]1[CH2:16][CH2:15][NH:14][CH:13]([CH3:17])[CH2:12]1.[O:18]1[CH:22]=[CH:21][CH:20]=[C:19]1[C:23]([Cl:25])=[O:24]>C1C=CC=CC=1>[ClH:25].[CH3:1][C:2]1[CH:7]=[CH:6][CH:5]=[CH:4][C:3]=1[CH2:8][CH2:9][CH2:10][N:11]1[CH2:16][CH2:15][N:14]([C:23]([C:19]2[O:18][CH:22]=[CH:21][CH:20]=2)=[O:24])[CH:13]([CH3:17])[CH2:12]1 |f:3.4|. Procedure details: The compound was obtained by following the same process as in Example 2 from a mixture of 1-[3-(o-methylphenyl)propyl]-3-methylpiperazine [b.p. 120° - 125°C (2 mmHg), dipicrate, m.p. 245° - 250°C], 2-furoyl chloride and benzene. The reactants are COC(COC1=C(C(=CC=C1)COC(N(C1=CC=CC=C1)C1=CC=CC=C1)=O)Cl)=O ({2-Chloro-3-[(diphenylcarbamoyloxy)methyl]phenoxy}acetic acid methyl ester), [OH-].[Li+] (lithium hydroxide). Run in CO (methanol), O (water), O1CCCC1 (tetrahydrofuran). Run at time 8 hour. Product: ClC1=C(OCC(=O)O)C=CC=C1COC(N(C1=CC=CC=C1)C1=CC=CC=C1)=O ({2-chloro-3-[(diphenylcarbamoyloxy)methyl]phenoxy}acetic acid). Isolated yield 76.1%. Reaction SMILES: C[O:2][C:3](=[O:30])[CH2:4][O:5][C:6]1[CH:11]=[CH:10][CH:9]=[C:8]([CH2:12][O:13][C:14](=[O:28])[N:15]([C:22]2[CH:27]=[CH:26][CH:25]=[CH:24][CH:23]=2)[C:16]2[CH:21]=[CH:20][CH:19]=[CH:18][CH:17]=2)[C:7]=1[Cl:29].[OH-].[Li+]>CO.O.O1CCCC1>[Cl:29][C:7]1[C:8]([CH2:12][O:13][C:14](=[O:28])[N:15]([C:16]2[CH:17]=[CH:18][CH:19]=[CH:20][CH:21]=2)[C:22]2[CH:23]=[CH:24][CH:25]=[CH:26][CH:27]=2)=[CH:9][CH:10]=[CH:11][C:6]=1[O:5][CH2:4][C:3]([OH:30])=[O:2] |f:1.2|. Procedure details: {2-Chloro-3-[(diphenylcarbamoyloxy)methyl]phenoxy}acetic acid methyl ester (0.64 g, 1.5 mmol) was dissolved in a mixture of methanol (20 mL), water (5 mL), and tetrahydrofuran (2 mL). An aqueous solution of lithium hydroxide (0.07 g, 1.65 mmol) was added and the mixture was allowed to stir overnight. The mixture was concentrated in vacuo, and the residue diluted with water and washed with diethyl ether. The aqueous layer was acidified with 3M hydrochloric acid forming a white precipitate which w... The reactants are CC(C)(C)c1cc(NC(=O)Nc2cccc(S)c2)no1, C1CCOC1, CCOC(C)=O, COc1cc2c(Cl)ncnc2cc1OCCCl, [H-], [Na+], CN(C)C=O. The product is COc1cc2c(Sc3cccc(NC(=O)Nc4cc(C(C)(C)C)on4)c3)ncnc2cc1OCCCl. As a reaction SMILES: [C:1]([CH3:2])([CH3:3])([CH3:4])[c:5]1[cH:6][c:7]([NH:10][C:11](=[O:12])[NH:13][c:14]2[cH:15][c:16]([SH:20])[cH:17][cH:18][cH:19]2)[n:8][o:9]1.[CH2:40]1[O:41][CH2:42][CH2:43][CH2:44]1.[CH3:50][CH2:51][O:52][C:53](=[O:54])[CH3:55].[Cl:23][c:24]1[n:25][cH:26][n:27][c:28]2[cH:29][c:30]([O:36][CH2:37][CH2:38][Cl:39])[c:31]([O:34][CH3:35])[cH:32][c:33]12.[H-:22].[Na+:21].[O:45]=[CH:46][N:47]([CH3:48])[CH3:49]>>[C:1]([CH3:2])([CH3:3])([CH3:4])[c:5]1[cH:6][c:7]([NH:10][C:11](=[O:12])[NH:13][c:14]2[cH:15][c:16]([S:20][c:24]3[n:25][cH:26][n:27][c:28]4[cH:29][c:30]([O:36][CH2:37][CH2:38][Cl:39])[c:31]([O:34][CH3:35])[cH:32][c:33]34)[cH:17][cH:18][cH:19]2)[n:8][o:9]1. Reactants: CO, [Na+], O=C([O-])O, COC(C(=O)O)c1ccc2c(c1)OCCO2, O=S(=O)(O)O. As a reaction SMILES: [CH3:27][OH:28].[Na+:26].[O-:22][C:23]([OH:24])=[O:25].[O:1]1[c:2]2[c:3]([cH:7][c:8]([CH:11]([C:12](=[O:13])[OH:14])[O:15][CH3:16])[cH:9][cH:10]2)[O:4][CH2:5][CH2:6]1.[S:17](=[O:18])(=[O:19])([OH:20])[OH:21]>>[O:1]1[c:2]2[c:3]([cH:7][c:8]([CH:11]([C:12](=[O:13])[O:14][CH3:23])[O:15][CH3:16])[cH:9][cH:10]2)[O:4][CH2:5][CH2:6]1. Yields the product COC(=O)C(OC)c1ccc2c(c1)OCCO2. Reactants: O.[S-2].[Na+].[Na+] (sodium sulfide hydrate), O.[S-2].[Na+].[Na+] (sodium sulfide hydrate), ClC1=C(C=CC=C1Cl)[N+](=O)[O-] (2,3-dichloronitrobenzene), O (Water), ClC1=C(C=CC=C1Cl)[N+](=O)[O-] (2,3-dichloronitrobenzene). Run in C(C)O (ethanol), C(C)O (ethanol). Reaction conditions: time 48 hour. Product: ClC1=C(C(=CC=C1)[N+](=O)[O-])S (2-Chloro-6-nitrobenzenethiol). Yield: 59.7%. As a reaction SMILES: Cl[C:2]1[C:7]([Cl:8])=[CH:6][CH:5]=[CH:4][C:3]=1[N+:9]([O-:11])=[O:10].O.[S-2:13].[Na+].[Na+].O>C(O)C>[Cl:8][C:7]1[CH:6]=[CH:5][CH:4]=[C:3]([N+:9]([O-:11])=[O:10])[C:2]=1[SH:13] |f:1.2.3.4|. Procedure details: Twenty grams of 2,3-dichloronitrobenzene was dissolved in 200 ml of absolute ethanol and the resulting solution added dropwise over three hours to a mixture of 40.0 g of sodium sulfide hydrate in 225 ml of absolute ethanol. The reaction temperature did not exceed 30° C. during the addition. The reaction was allowed to stir for 48 hours at room temperature. Since some of the 2,3-dichloronitrobenzene was still present, as indicated by GLC, an additional 9.0 g of the sodium sulfide hydrate was adde...